This data is from the Open Reaction Database (ORD), a public repository of structured organic reaction records. The task is: describe an organic reaction: reactants, conditions, products, and yield The reactants are O=C([O-])[O-], CS(C)=O, Cl, FC1(F)CCNC1, N#Cc1ccc(F)c2ccccc12, [K+], [K+], O. The product is N#Cc1ccc(N2CCC(F)(F)C2)c2ccccc12. As a reaction SMILES: [C:22](=[O:23])([O-:24])[O-:25].[CH3:28][S:29]([CH3:30])=[O:31].[ClH:14].[F:15][C:16]1([F:21])[CH2:17][NH:18][CH2:19][CH2:20]1.[F:1][c:2]1[cH:3][cH:4][c:5]([C:12]#[N:13])[c:6]2[cH:7][cH:8][cH:9][cH:10][c:11]12.[K+:26].[K+:27].[OH2:32]>>[c:2]1([N:18]2[CH2:17][C:16]([F:15])([F:21])[CH2:20][CH2:19]2)[cH:3][cH:4][c:5]([C:12]#[N:13])[c:6]2[cH:7][cH:8][cH:9][cH:10][c:11]12. The reactants are S(=O)(Cl)Cl (Thionyl chloride), FC(CC(C(=O)O)O)(F)F (4,4,4-trifluoro-2-hydroxybutanoic acid), CO (MeOH). Run at temperature 70 celsius. Yields the product FC(CC(C(=O)OC)O)(F)F (methyl 4,4,4-trifluoro-2-hydroxybutanoate). As a reaction SMILES: S(Cl)(Cl)=O.[F:5][C:6]([F:14])([F:13])[CH2:7][CH:8]([OH:12])[C:9]([OH:11])=[O:10].[CH3:15]O>>[F:5][C:6]([F:14])([F:13])[CH2:7][CH:8]([OH:12])[C:9]([O:11][CH3:15])=[O:10]. Reported procedure: Thionyl chloride (0.139 ml, 1.90 mmol) was added dropwise to a solution of 12-2 (200 mg, 1.27 mmol) in MeOH (2 ml) at room temperature. After addition was complete, the reaction was heated in a sealed vessel at 70° C. for 2 h. The reaction was cooled to room temperature and concentrated in vacuo. The residue was diluted with 7N NH3/MeOH (3 mL) and filtered to remove insolubles. The filtrate was concentrated to dryness to afford 12-3 as a clear oil. Starting materials: N[C@H](CCC(N)=O)C(=O)O (D-Gln), N[C@@H](CCC(O)=O)C(=O)O (Glu), N[C@H](CCC(O)=O)C(=O)O (D-Glu), N[C@@H](CC(N)=O)C(=O)O (Asn), N[C@H](CC(N)=O)C(=O)O (D-Asn), N[C@@H](CC(O)=O)C(=O)O (Asp). The product is N[C@@H](CCC(N)=O)C(=O)O (Glutamine). Reaction SMILES: [NH2:1][C@@H:2]([C:8]([OH:10])=[O:9])[CH2:3][CH2:4][C:5](=[O:7])[NH2:6].N[C@H](C(O)=O)CC(=O)N.N[C@@H](C(O)=O)CC(=O)N.N[C@H](C(O)=O)CCC(=O)O.N[C@@H](C(O)=O)CCC(=O)O.N[C@H](C(O)=O)CC(=O)O>>[NH2:1][C@H:2]([C:8]([OH:10])=[O:9])[CH2:3][CH2:4][C:5](=[O:7])[NH2:6]. Procedure details: D-Gln, Asn, D-Asn, Glu, D-Glu, Asp, D-As